From a dataset of the Open Reaction Database (ORD), a public repository of structured organic reaction records. describe an organic reaction: reactants, conditions, products, and yield Reactants: [Si](C)(C)(C(C)(C)C)OC1CC(C1)O (3-(tert-butyldimethylsilyloxy)cyclobutanol), C([O-])(O)=O.[Na+] (sodium bicarbonate). Run in C(Cl)Cl (DCM). Conditions: time 4 hour. The product is [Si](C)(C)(C(C)(C)C)OC1CC(C1)=O (3-(tert-butyldimethylsilyloxy)cyclobutanone). Reaction SMILES: [Si:1]([O:8][CH:9]1[CH2:12][CH:11]([OH:13])[CH2:10]1)([C:4]([CH3:7])([CH3:6])[CH3:5])([CH3:3])[CH3:2].C(=O)(O)[O-].[Na+]>C(Cl)Cl>[Si:1]([O:8][CH:9]1[CH2:12][C:11](=[O:13])[CH2:10]1)([C:4]([CH3:7])([CH3:6])[CH3:5])([CH3:3])[CH3:2] |f:1.2|. Procedure: A mixture of 3-(tert-butyldimethylsilyloxy)cyclobutanol (2.59 g, 13 mmol), sodium bicarbonate (3 ml, 38 mmol), and Des-Martin periodonane (7 g, 15 mmol) in DCM (40 ml) was stirred at RT in 4 h, the solid was filtered; the filtrated was purified by ISCO (5% EtOAc/Hexanes) to give the title compound as a colorless oil. The reactants are CC(C)(C)C(=O)OCC1OC(Oc2n[nH]c3nccc(CCc4ccc(OC(=O)C(C)(C)C)cc4)c23)C(OC(=O)C(C)(C)C)C(OC(=O)C(C)(C)C)C1OC(=O)C(C)(C)C, CN(C)CCO, CCOC(=O)N=NC(=O)OCC, C1CCOC1, c1ccc(P(c2ccccc2)c2ccccc2)cc1. The product is CN(C)CCn1nc(OC2OC(COC(=O)C(C)(C)C)C(OC(=O)C(C)(C)C)C(OC(=O)C(C)(C)C)C2OC(=O)C(C)(C)C)c2c(CCc3ccc(OC(=O)C(C)(C)C)cc3)ccnc21. RXN SMILES: [C:1]([C:2]([CH3:3])([CH3:4])[CH3:5])(=[O:6])[O:7][CH:8]1[CH:9]([O:36][c:37]2[n:38][nH:39][c:40]3[n:41][cH:42][cH:43][c:44]([CH2:46][CH2:47][c:48]4[cH:49][cH:50][c:51]([O:54][C:55]([C:56]([CH3:57])([CH3:58])[CH3:59])=[O:60])[cH:52][cH:53]4)[c:45]23)[O:10][CH:11]([CH2:28][O:29][C:30]([C:31]([CH3:32])([CH3:33])[CH3:34])=[O:35])[CH:12]([O:21][C:22]([C:23]([CH3:24])([CH3:25])[CH3:26])=[O:27])[CH:13]1[O:14][C:15]([C:16]([CH3:17])([CH3:18])[CH3:19])=[O:20].[CH3:61][N:62]([CH2:63][CH2:64][OH:65])[CH3:66].[O:86]=[C:87]([O:88][CH2:89][CH3:90])[N:91]=[N:92][C:93]([O:94][CH2:95][CH3:96])=[O:97].[O:98]1[CH2:99][CH2:100][CH2:101][CH2:102]1.[c:67]1([P:68]([c:69]2[cH:70][cH:71][cH:72][cH:73][cH:74]2)[c:75]2[cH:76][cH:77][cH:78][cH:79][cH:80]2)[cH:81][cH:82][cH:83][cH:84][cH:85]1>>[C:1]([C:2]([CH3:3])([CH3:4])[CH3:5])(=[O:6])[O:7][CH:8]1[CH:9]([O:36][c:37]2[n:38][n:39]([CH2:64][CH2:63][N:62]([CH3:61])[CH3:66])[c:40]3[n:41][cH:42][cH:43][c:44]([CH2:46][CH2:47][c:48]4[cH:49][cH:50][c:51]([O:54][C:55]([C:56]([CH3:57])([CH3:58])[CH3:59])=[O:60])[cH:52][cH:53]4)[c:45]23)[O:10][CH:11]([CH2:28][O:29][C:30]([C:31]([CH3:32])([CH3:33])[CH3:34])=[O:35])[CH:12]([O:21][C:22]([C:23]([CH3:24])([CH3:25])[CH3:26])=[O:27])[CH:13]1[O:14][C:15]([C:16]([CH3:17])([CH3:18])[CH3:19])=[O:20]. Reactants: OC(C1=CC(=CC=C1)OC)[C@H]1C(CCCC1)=O ((2S)-2-[1-hydroxy-1-(3-methoxyphenyl)methyl]cyclohexanone). Run in C(C)O (ethanol). Conditions: time 4 hour. Product: COC=1C=C(C[C@H]2C(CCCC2)=O)C=CC1 ((2S)-2-(3-methoxybenzyl)cyclohexanone). The yield is 107.3%. Reaction SMILES: O[CH:2]([C@@H:11]1[CH2:16][CH2:15][CH2:14][CH2:13][C:12]1=[O:17])[C:3]1[CH:8]=[CH:7][CH:6]=[C:5]([O:9][CH3:10])[CH:4]=1>C(O)C>[CH3:10][O:9][C:5]1[CH:4]=[C:3]([CH:8]=[CH:7][CH:6]=1)[CH2:2][C@@H:11]1[CH2:16][CH2:15][CH2:14][CH2:13][C:12]1=[O:17]. Procedure details: To a solution of (2S)-2-[1-hydroxy-1-(3-methoxyphenyl)methyl]cyclohexanone (0.8 g) in ethanol (20 ml) was added paradium on carbon (0.5 g). After being stirred for 4 hours under hydrogen atmosphere, the reaction mixture was filtered. The solvent was evaporated to give (2S)-2-(3-methoxybenzyl)cyclohexanone (0.8 g). Reactants: CC(=O)OCC1=COC=C2C1=CC=C2C=O (Baldrinal), C(C)(CC)N (sec-butylamine), CC(=O)OCC1=COC=C2C1=CC=C2C=O (baldrinal). Run at time 10 minute. The product is C=1NC=CC=2C1C=CC2 (Cyclopenta[c]pyridine). Reaction SMILES: CC(O[CH2:5][C:6]1[C:11]2=[CH:12][CH:13]=[C:14](C=O)[C:10]2=[CH:9]OC=1)=O.C([NH2:21])(CC)C>>[CH:9]1[NH:21][CH:5]=[CH:6][C:11]2[C:10]=1[CH:14]=[CH:13][CH:12]=2. Procedure: Baldrinal (2) (1.1 g) was reacted with 2.5 g of sec-butylamine. After stirring for 10 minutes at room temperature, color changes from yellow to orange. When all the baldrinal was reacted, the excess amine was removed by rotary evaporation. After column chromatography with 8:3 hexanes:ethyl acetate as solvent, 15.7 mg of cyclopenta[c]pyridine (3) was collected. The reactants are ClCCl, CC(C)(C)OC(=O)CC1(S)C2CC3CC(C2)CC1C3. The product is OCCC1(S)C2CC3CC(C2)CC1C3. Reaction SMILES: [Cl:20][CH2:21][Cl:22].[SH:1][C:2]1([CH2:12][C:13](=[O:14])[O:15][C:16]([CH3:17])([CH3:18])[CH3:19])[CH:3]2[CH2:4][CH:5]3[CH2:6][CH:7]([CH2:8][CH:9]1[CH2:10]3)[CH2:11]2>>[SH:1][C:2]1([CH2:12][CH2:13][OH:14])[CH:3]2[CH2:4][CH:5]3[CH2:6][CH:7]([CH2:8][CH:9]1[CH2:10]3)[CH2:11]2. Reactants: [N+](=O)([O-])C1=C(C=CC=C1)CC=1SC=CC1C1OCCO1 (2-[2-[(2-nitrophenyl)methyl]-3-thienyl]-1,3-dioxolane). Reagents/catalysts: [Zn] (Zinc). Solvent: CC(=O)C (acetone), C(C)(=O)O (acetic acid). Conditions: time 6 hour. The product is S1C=CC=2CNC3=C(CC21)C=CC=C3 (4,10-Dihydro-5H-thieno[3,2-c][1]benzazepine). Yield: 72.4%. Reaction SMILES: [N+:1]([C:4]1[CH:9]=[CH:8][CH:7]=[CH:6][C:5]=1[CH2:10][C:11]1[S:12][CH:13]=[CH:14][C:15]=1[CH:16]1OCCO1)([O-])=O>CC(C)=O.C(O)(=O)C.[Zn]>[S:12]1[C:11]2[CH2:10][C:5]3[CH:6]=[CH:7][CH:8]=[CH:9][C:4]=3[NH:1][CH2:16][C:15]=2[CH:14]=[CH:13]1. Reported procedure: A stirred solution of 4 gms of 2-[2-[(2-nitrophenyl)methyl]-3-thienyl]-1,3-dioxolane in acetone (50 ml) and acetic acid (90% 50 ml) is heated to 60° C. Zinc dust (10 gms) is slowly added and after the addition, reaction mixture is stirred for 6 hours. At the end, reaction mixture is filtered and the residue washed with acetone and concentrated. The brown residue is extracted with chloroform and washed well with water. The organic layer is dried (Na2SO4) and filtered and concentrated. The product...